From a dataset of the Open Reaction Database (ORD), a public repository of structured organic reaction records. describe an organic reaction: reactants, conditions, products, and yield Run in C(C)OCC (ethyl ether). Starting materials: CC1=C(C=CC(=C1)C)C(CCC(CC(=O)OCC)(C)C)C#N (ethyl 6-(2',4'-dimethylphenyl)-6-cyano-3,3-dimethylhexanoate), Cl (hydrochloric acid), C(C)(=O)O (acetic acid), O (water), Cl (HCl), O (water). RXN SMILES: [CH3:1][C:2]1[CH:7]=[C:6]([CH3:8])[CH:5]=[CH:4][C:3]=1[CH:9](C#N)[CH2:10][CH2:11][C:12]([CH3:20])([CH3:19])[CH2:13][C:14]([O:16]CC)=O.Cl.C(O)(=[O:26])C.O>C(OCC)C>[CH3:1][C:2]1[CH:7]=[C:6]([CH3:8])[CH:5]=[CH:4][C:3]=1[CH:9]1[C:10](=[O:26])[CH2:11][C:12]([CH3:19])([CH3:20])[CH2:13][C:14]1=[O:16]. Reported procedure: A one-neck round bottom flask was charged with 52.50 g (0.17 mol) of ethyl 6-(2',4'-dimethylphenyl)-6-cyano-3,3-dimethylhexanoate, 250 ml of concentrated hydrochloric acid, 250 ml of glacial acetic acid, and 100 ml of water. The reaction mixture was stirred and refluxed for 48 hours. After 12 hours and 24 hrs. of refluxing, an additional 100 ml of conc. HCl and 100 ml glacial HOAC were added. After 48 hours, the mixture was stripped to dryness under reduced pressure. To the residue were added 15... Isolated yield 32.0%. Product: CC1=C(C=CC(=C1)C)C1C(CC(CC1=O)(C)C)=O (2-(2',4'-Dimethylphenyl)-5,5-dimethyl-1,3-cyclohexanedione). Run at time 12 hour. Starting materials: ClC1=NC=2C=CC=CC2C2=C1N=CN2CC(C)(C)O (4-chloro-1-(2-hydroxy-2-methylpropyl)-1H-imidazo[4,5-c]quinoline), N (ammonia). The solvent is CO (methanol). Yields the product NC1=NC=2C=CC=CC2C2=C1N=CN2CC(C)(C)O (4-amino-1-(2-hydroxy-2-methylpropyl)-1H-imidazo[4,5-c]quinoline). RXN SMILES: Cl[C:2]1[C:11]2[N:12]=[CH:13][N:14]([CH2:15][C:16]([OH:19])([CH3:18])[CH3:17])[C:10]=2[C:9]2[CH:8]=[CH:7][CH:6]=[CH:5][C:4]=2[N:3]=1.[NH3:20]>CO>[NH2:20][C:2]1[C:11]2[N:12]=[CH:13][N:14]([CH2:15][C:16]([OH:19])([CH3:18])[CH3:17])[C:10]=2[C:9]2[CH:8]=[CH:7][CH:6]=[CH:5][C:4]=2[N:3]=1. Reported procedure: A mixture of 1.1 g (0.004 mole) of 4-chloro-1-(2-hydroxy-2-methylpropyl)-1H-imidazo[4,5-c]quinoline and 30 ml of 15 to 20% ammonia in methanol was heated at 150° to 160° C. for five hours in a bomb reactor. The mixture was filtered and the solid washed sequentially with methanol, ethyl acetate, water, and methanol then dried. Recrystallization from a mixture of ethyl acetate and methanol gave white solid 4-amino-1-(2-hydroxy-2-methylpropyl)-1H-imidazo[4,5-c]quinoline, m.p. 270°-272° C., Analysis... The reactants are NC=1N=C(C2=C(N1)N(C(C(=C2)C#C)=O)C(C)C)C (2-amino-6-ethynyl-8-isopropyl-4-methylpyrido[2,3-d]pyrimidin-7(8H)-one), C(C)N(C(OCN=[N+]=[N-])=O)CC (azidomethyl diethylcarbamate). Reagents/catalysts: S(=O)(=O)([O-])[O-].[Cu+2] (copper sulfate). Run in CC(C)(C)O.O (t-BuOH H2O). Run at time 24 hour. The product is C(C)N(C(OCN1N=NC(=C1)C1=CC2=C(N=C(N=C2C)N)N(C1=O)C(C)C)=O)CC ((4-(2-Amino-8-isopropyl-4-methyl-7-oxo-7,8-dihydropyrido[2,3-d]pyrimidin-6-yl)-1H-1,2,3-triazol-1-yl)methyl diethylcarbamate). Yield: 68.5%. RXN SMILES: [NH2:1][C:2]1[N:3]=[C:4]([CH3:18])[C:5]2[CH:11]=[C:10]([C:12]#[CH:13])[C:9](=[O:14])[N:8]([CH:15]([CH3:17])[CH3:16])[C:6]=2[N:7]=1.[CH2:19]([N:21]([CH2:29][CH3:30])[C:22](=[O:28])[O:23][CH2:24][N:25]=[N+:26]=[N-:27])[CH3:20]>S([O-])([O-])(=O)=O.[Cu+2].CC(O)(C)C.O>[CH2:29]([N:21]([CH2:19][CH3:20])[C:22](=[O:28])[O:23][CH2:24][N:25]1[CH:13]=[C:12]([C:10]2[C:9](=[O:14])[N:8]([CH:15]([CH3:16])[CH3:17])[C:6]3[N:7]=[C:2]([NH2:1])[N:3]=[C:4]([CH3:18])[C:5]=3[CH:11]=2)[N:27]=[N:26]1)[CH3:30] |f:2.3,4.5|. Reported procedure: 2-amino-6-ethynyl-8-isopropyl-4-methylpyrido[2,3-d]pyrimidin-7(8H)-one (75 mg, 0.31 mmol) and azidomethyl diethylcarbamate (80 mg, 0.46 mmol) was suspended in 1:1 t-BuOH/H2O (4 mL). To this was added saturated copper sulfate solution (0.05 mL) and stirring was continued for 24 h. The mixture was concentrated and diluted with 5 mL water. The mixture was separated and the organic phase was washed with water and evaporated. Flash chromatography of the residue over silica gel, using 0-5% MeOH/CHCl3,... Reactants: O=C(O)c1ncn2cc(Br)sc12, [Na+], [OH-], OCCO. Product: Brc1cn2cncc2s1. Reaction SMILES: [Br:1][c:2]1[cH:3][n:4]2[c:5]([s:6]1)[c:7]([C:10]([OH:11])=[O:12])[n:8][cH:9]2.[Na+:14].[OH-:13].[OH:15][CH2:16][CH2:17][OH:18]>>[Br:1][c:2]1[cH:3][n:4]2[c:5]([s:6]1)[cH:7][n:8][cH:9]2. The reactants are Cl (HCl), NC1=NN=C(O1)C=1C(=CC(=C(C#N)C1)C)C1CCC1 (5-(5-amino-1,3,4-oxadiazol-2-yl)-4-cyclobutyl-2-methylbenzonitrile), NC1=NN=C(O1)C=1C(=CC(=C(C#N)C1)C)C1CCC1 (5-(5-amino-1,3,4-oxadiazol-2-yl)-4-cyclobutyl-2-methylbenzonitrile), [OH-].[K+] (KOH), CO (MeOH). Reaction conditions: temperature 85 celsius. The product is C1(CCC1)C1=CC(=C(C#N)C=C1C1=NN=C(N1)OC)C (4-Cyclobutyl-5-(5-methoxy-4H-1,2,4-triazol-3-yl)-2-methylbenzonitrile). The yield is 34.0%. RXN SMILES: [NH2:1][C:2]1[O:6][C:5]([C:7]2[C:8]([CH:16]3[CH2:19][CH2:18][CH2:17]3)=[CH:9][C:10]([CH3:15])=[C:11]([CH:14]=2)[C:12]#[N:13])=[N:4][N:3]=1.[OH-].[K+].Cl.[CH3:23]O>>[CH:16]1([C:8]2[C:7]([C:5]3[NH:1][C:2]([O:6][CH3:23])=[N:3][N:4]=3)=[CH:14][C:11]([C:12]#[N:13])=[C:10]([CH3:15])[CH:9]=2)[CH2:19][CH2:18][CH2:17]1 |f:1.2|. Procedure: To a solution of 5-(5-amino-1,3,4-oxadiazol-2-yl)-4-cyclobutyl-2-methylbenzonitrile (compound 89.6, 0.5 g, 2.0 mmol) in MeOH (40 mL) was added KOH (1.11 g, 20.0 mmol). The mixture was heated at 85° C. overnight, then cooled to 0° C. and neutralized to pH 7 with aqueous 1 M HCl. The mixture was extracted with EtOAc (×2), and the combined organic extracts were dried (Na2SO4), filtered, and concentrated under reduced pressure. The residue was purified by silica gel column chromatography (hexanes:Et... Yields the product C(#N)C1=CC=C(OC[C@H]2N(C2)C(=O)OC(C)(C)C)C=C1 (tert-Butyl (2S)-2-[(4-cyanophenoxy)methyl]-1-aziridinecarboxylate). Reactants: C(#N)C1=CC=C(OCC2N(C2)C(=O)OC(C)(C)C)C=C1 (tert-Butyl 2-[(4-cyanophenoxy)methyl]-1-aziridinecarboxylate), C(#N)C1=CC=C(OCC2N(C2)C(=O)OC(C)(C)C)C=C1 (tert-butyl 2-[(4-cyanophenoxy)methyl]-1-aziridinecarboxylate), C(Cl)[C@@H]1CO1 ((S)-(+)-epichlorohydrin). Reaction SMILES: [C:1]([C:3]1[CH:20]=[CH:19][C:6]([O:7][CH2:8][CH:9]2[CH2:11][N:10]2[C:12]([O:14][C:15]([CH3:18])([CH3:17])[CH3:16])=[O:13])=[CH:5][CH:4]=1)#[N:2].C([C@H]1OC1)Cl>>[C:1]([C:3]1[CH:4]=[CH:5][C:6]([O:7][CH2:8][C@@H:9]2[CH2:11][N:10]2[C:12]([O:14][C:15]([CH3:16])([CH3:17])[CH3:18])=[O:13])=[CH:19][CH:20]=1)#[N:2]. Procedure details: The sub-title compound was prepared according to the procedures described in steps (i) to (v) above for the synthesis of tert-butyl 2-[(4-cyanophenoxy)methyl]-1-aziridinecarboxylate, but using (S)-(+)-epichlorohydrin in place of epichlorohydrin in step (i).